This data is from the Open Reaction Database (ORD), a public repository of structured organic reaction records. The task is: describe an organic reaction: reactants, conditions, products, and yield The reactants are O=C1OCCN1CC1=CC=C(C(=O)O)C=C1 (4-(2-oxooxazolidin-3-ylmethyl)benzoic acid), CC=1C(=NC=C(C1)C)N1CCNCC1 (1-(3,5-dimethylpyridin-2-yl)piperazine). Product: CC=1C(=NC=C(C1)C)N1CCN(CC1)C(=O)C1=CC=C(CN2C(OCC2)=O)C=C1 (3-{4-[4-(3,5-dimethylpyridin-2-yl)piperazine-1-carbonyl]benzyl}oxazolidin-2-one). The yield is 86.9%. RXN SMILES: [O:1]=[C:2]1[N:6]([CH2:7][C:8]2[CH:16]=[CH:15][C:11]([C:12]([OH:14])=O)=[CH:10][CH:9]=2)[CH2:5][CH2:4][O:3]1.[CH3:17][C:18]1[C:19]([N:25]2[CH2:30][CH2:29][NH:28][CH2:27][CH2:26]2)=[N:20][CH:21]=[C:22]([CH3:24])[CH:23]=1>>[CH3:17][C:18]1[C:19]([N:25]2[CH2:26][CH2:27][N:28]([C:12]([C:11]3[CH:10]=[CH:9][C:8]([CH2:7][N:6]4[CH2:5][CH2:4][O:3][C:2]4=[O:1])=[CH:16][CH:15]=3)=[O:14])[CH2:29][CH2:30]2)=[N:20][CH:21]=[C:22]([CH3:24])[CH:23]=1. Procedure details: Using 4-(2-oxooxazolidin-3-ylmethyl)benzoic acid (133 mg) described in Preparation Example 62 and 1-(3,5-dimethylpyridin-2-yl)piperazine (115 mg) described in Preparation Example 79 and by the reaction and treatment in the same manner as in Example 87, the title compound (206 mg) was obtained. Reactants: C(C1=CC=C(C=C1)OC)=O (p-anisaldehyde), C1(=CC=CC=C1)CC(=O)O (phenylacetic acid), Cl (hydrochloric acid), C([O-])([O-])=O.[K+].[K+] (potassium carbonate). Run in C(C)(=O)OC(C)=O (acetic anhydride), C(C)N(CC)CC (Triethylamine), O (water). Conditions: temperature 90 celsius, time 8 hour. Yields the product COC1=CC=C(C=C1)C=C(C(=O)O)C1=CC=CC=C1 (3-(4-Methoxyphenyl)-2-phenylacrylic Acid). Reaction SMILES: [CH:1](=O)[C:2]1[CH:7]=[CH:6][C:5]([O:8][CH3:9])=[CH:4][CH:3]=1.[C:11]1([CH2:17][C:18]([OH:20])=[O:19])[CH:16]=[CH:15][CH:14]=[CH:13][CH:12]=1.C(=O)([O-])[O-].[K+].[K+].Cl>C(OC(=O)C)(=O)C.O.C(N(CC)CC)C>[CH3:9][O:8][C:5]1[CH:6]=[CH:7][C:2]([CH:1]=[C:17]([C:11]2[CH:16]=[CH:15][CH:14]=[CH:13][CH:12]=2)[C:18]([OH:20])=[O:19])=[CH:3][CH:4]=1 |f:2.3.4|. Reported procedure: Triethylamine was added to solution of p-anisaldehyde (10 g) and phenylacetic acid (10 g) in acetic anhydride (25 ml). Reaction mixture was stirred at 90° C. for 8 h. Reaction mixture was cooled and water (600 ml) solution of potassium carbonate (81 g) was added. After addition reaction mixture was heated at 60° C. for an hour. Before neutralising with concentrated hydrochloric acid the reaction mixture was cooled below 10° C. Precipitate was filtered and washed with water. 1H-NMR (400 MHz, d6-D... Reactants: FC=1C2=C(C=C3CC4(C(NC(NC4=O)=O)=O)[C@@H]4N(C13)C[C@H](O[C@H]4C)C)C(=NO2)N2N=CC(=C2)C(=O)O (1-[(2R,4S,4aS)-rel-11-fluoro-2,4-dimethyl-2′,4′,6′-trioxo-1,1′,2,3′,4,4′,4a,6′-octahydro-2′H,6H-spiro[1,4-oxazino[4,3-a][1,2]oxazolo[4,5-g]quinoline-5,5′-pyrimidin]-8-yl]-1H-pyrazole-4-carboxylic acid), N (NH3). The solvent is C1CCOC1 (THF). Yields the product FC=1C2=C(C=C3CC4(C(NC(NC4=O)=O)=O)[C@@H]4N(C13)C[C@H](O[C@H]4C)C)C(=NO2)N2N=CC(=C2)C(=O)N (1-[(2R,4S,4aS)-rel-11-fluoro-2,4-dimethyl-2′,4′,6′-trioxo-1,1′,2,3′,4,4′,4a,6′-octahydro-2′H,6H-spiro[1,4-oxazino[4,3-a][1,2]oxazolo[4,5-g]quinoline-5,5′-pyrimidin]-8-yl]-1H-pyrazole-4-carboxamide). RXN SMILES: [F:1][C:2]1[C:3]2[O:28][N:27]=[C:26]([N:29]3[CH:33]=[C:32]([C:34]([OH:36])=O)[CH:31]=[N:30]3)[C:4]=2[CH:5]=[C:6]2[C:19]=1[N:18]1[CH2:20][C@@H:21]([CH3:25])[O:22][C@@H:23]([CH3:24])[C@@H:17]1[C:8]1([C:13](=[O:14])[NH:12][C:11](=[O:15])[NH:10][C:9]1=[O:16])[CH2:7]2.[NH3:37]>C1COCC1>[F:1][C:2]1[C:3]2[O:28][N:27]=[C:26]([N:29]3[CH:33]=[C:32]([C:34]([NH2:37])=[O:36])[CH:31]=[N:30]3)[C:4]=2[CH:5]=[C:6]2[C:19]=1[N:18]1[CH2:20][C@@H:21]([CH3:25])[O:22][C@@H:23]([CH3:24])[C@@H:17]1[C:8]1([C:9](=[O:16])[NH:10][C:11](=[O:15])[NH:12][C:13]1=[O:14])[CH2:7]2. Reported procedure: Starting materials: 1-[(2R,4S,4aS)-rel-11-fluoro-2,4-dimethyl-2′,4′,6′-trioxo-1,1′,2,3′,4,4′,4a,6′-octahydro-2′H,6H-spiro[1,4-oxazino[4,3-a][1,2]oxazolo[4,5-g]quinoline-5,5′-pyrimidin]-8-yl]-1H-pyrazole-4-carboxylic acid (Example 186) and saturated NH3 in THF (2 mL). Purification by reverse phase HPLC. The reactants are O=C1CCC(=O)N1Br, O=C(OOC(=O)c1ccccc1)c1ccccc1, ClC(Cl)(Cl)Cl, CC(C)(C)O, Cc1ccc(C(=O)OC(C)(C)C)cc1, [Cl-]. The product is CC(C)(C)OC(=O)c1ccc(CBr)cc1. Reaction SMILES: [Br:1][N:2]1[C:3](=[O:4])[CH2:5][CH2:6][C:7]1=[O:8].[C:24]([O:25][O:26][C:27](=[O:28])[c:29]1[cH:30][cH:31][cH:32][cH:33][cH:34]1)(=[O:35])[c:36]1[cH:37][cH:38][cH:39][cH:40][cH:41]1.[C:42]([Cl:43])([Cl:44])([Cl:45])[Cl:46].[C:47]([OH:48])([CH3:49])([CH3:50])[CH3:51].[CH3:9][c:10]1[cH:11][cH:12][c:13]([C:14](=[O:15])[O:16][C:17]([CH3:18])([CH3:19])[CH3:20])[cH:21][cH:22]1.[Cl-:23]>>[Br:1][CH2:9][c:10]1[cH:11][cH:12][c:13]([C:14](=[O:15])[O:16][C:17]([CH3:18])([CH3:19])[CH3:20])[cH:21][cH:22]1.